Dataset: the Open Reaction Database (ORD), a public repository of structured organic reaction records. Task: describe an organic reaction: reactants, conditions, products, and yield Reactants: O (water), [N+](=O)([O-])C1=CC=C2CC3C(C2=C1)O3 (6-nitro-1,2-epoxyindane), [OH-].[NH4+] (ammonium hydroxide), [Cl-].[Na+] (sodium chloride). Conditions: temperature 45 celsius. The product is [N+](=O)([O-])C1=CC=C2C[C@H]([C@@H](C2=C1)N)O (Trans-6-Nitro-1-Amino-2-Hydroxyindane). Reaction SMILES: [N+:1]([C:4]1[CH:12]=[C:11]2[C:7]([CH2:8][CH:9]3[O:13][CH:10]32)=[CH:6][CH:5]=1)([O-:3])=[O:2].O.[Cl-].[Na+].[OH-].[NH4+:18]>>[N+:1]([C:4]1[CH:12]=[C:11]2[C:7]([CH2:8][C@@H:9]([OH:13])[C@@H:10]2[NH2:18])=[CH:6][CH:5]=1)([O-:3])=[O:2] |f:2.3,4.5|. Reported procedure: A suspension of 6-nitro-1,2-epoxyindane in concentrated ammonium hydroxide (250 mL) was heated overnight in an oil bath at 45° C. The next day water was added and the basic aqueous layer was saturated with sodium chloride. The cloudy reaction mixture was extracted with tetrahydrofuran until no more product could be seen in the aqueous layer by TLC. The organic layers were combined, dried over magnesium sulfate, filtered, concentrated, and recrystallized from ethyl acetate to give 11.54 g of the ...